Dataset: the Open Reaction Database (ORD), a public repository of structured organic reaction records. Task: describe an organic reaction: reactants, conditions, products, and yield Product: C(CCC)C=1OC2=C(C1C(C1=CC(=C(C=C1)OC)C)=O)C=CC=C2 (2-n-butyl-3-(3'-methyl-4'-methoxybenzoyl)benzofuran). As a reaction SMILES: [CH3:1][C:2]1[CH:3]=[C:4]([CH:8]=[CH:9][C:10]=1[O:11][CH3:12])[C:5](Cl)=[O:6].[CH2:13]([C:17]1[O:18][C:19]2[CH:25]=[CH:24][CH:23]=[CH:22][C:20]=2[CH:21]=1)[CH2:14][CH2:15][CH3:16]>C(=S)=S>[CH2:13]([C:17]1[O:18][C:19]2[CH:25]=[CH:24][CH:23]=[CH:22][C:20]=2[C:21]=1[C:5](=[O:6])[C:4]1[CH:8]=[CH:9][C:10]([O:11][CH3:12])=[C:2]([CH3:1])[CH:3]=1)[CH2:14][CH2:15][CH3:16]. The reactants are CC=1C=C(C(=O)Cl)C=CC1OC (3-methyl-4-methoxybenzoic acid chloride), ice water, C(CCC)C=1OC2=C(C1)C=CC=C2 (2-n-butylbenzofuran), stannic chloride. Solvent: C(=S)=S (carbon disulfide). Procedure details: To a cooled, stirred solution of 10.8 g. (0.058 mol.) of 3-methyl-4-methoxybenzoic acid chloride and 9.4 g. (0.054 mol.) of 2-n-butylbenzofuran in 40 ml. of carbon disulfide was added dropwise over a 20 minute interval 28.2 g. (0.108 mol.) of stannic chloride. After addition, the reaction mixture was warmed to ambient temperature and stirred for two hours. The mixture was then poured onto 100 ml. of ice-water and stirred for one hour. The solvent was removed, the product extracted into chlorofor... The reactants are ClC=1N(C2=CC=CC=C2C1C=O)C1=CC=CC=C1 (2-Chloro-1-phenyl-1H-indole-3-carboxaldehyde), CC1NC(CNC1)C (2,6-dimethylpiperazine). Yields the product CC1CN(CC(N1)C)C=1N(C2=CC=CC=C2C1C=O)C1=CC=CC=C1 (2-(3,5-dimethylpiperazin-1-yl)-1-phenyl-1H-indole-3-carboxaldehyde). RXN SMILES: Cl[C:2]1[N:3]([C:13]2[CH:18]=[CH:17][CH:16]=[CH:15][CH:14]=2)[C:4]2[C:9]([C:10]=1[CH:11]=[O:12])=[CH:8][CH:7]=[CH:6][CH:5]=2.[CH3:19][CH:20]1[CH2:25][NH:24][CH2:23][CH:22]([CH3:26])[NH:21]1>>[CH3:19][CH:20]1[NH:21][CH:22]([CH3:26])[CH2:23][N:24]([C:2]2[N:3]([C:13]3[CH:18]=[CH:17][CH:16]=[CH:15][CH:14]=3)[C:4]3[C:9]([C:10]=2[CH:11]=[O:12])=[CH:8][CH:7]=[CH:6][CH:5]=3)[CH2:25]1. Procedure details: 2-Chloro-1-phenyl-1H-indole-3-carboxaldehyde is reacted with 2,6-dimethylpiperazine as described in Step 2 of Example 29 to afford 2-(3,5-dimethylpiperazin-1-yl)-1-phenyl-1H-indole-3-carboxaldehyde as a solid. The solid is dissolved in methanol, treated with 1M ethereal hydrochloric acid and concentrated. The residue triturated with ether to give 2-(3,5-dimethylpiperazin-1-yl)-1-phenyl-1H-indole-3-carboxaldehyde hydrochloride (74% yield) as a purple solid. ESI/MS 334 (M+H); RT=2.52 min. Starting materials: OC1=CC(CC1C1=CC=CC=C1)=O (3-hydroxy-4-phenyl-cyclopent-2-enone), C(C1=CC=CC=C1)=O (benzaldehyde), COC=1C=C2C(=CNC2=CC1)CCNC(C)=O (N-[2-(5-methoxy-1H-indol-3-yl)-ethyl]-acetamide). Yields the product OC1=C(C(CC1C1=CC=CC=C1)=O)C(C=1NC2=CC=C(C=C2C1CCNC(C)=O)OC)C1=CC=CC=C1 (N-(2-{2-[(2-Hydroxy-5-oxo-3-phenyl-cydopent-1-enyl)-phenyl-methyl]-5-methoxy-1H-indol-3-yl}-ethyl)-acetamide). RXN SMILES: [OH:1][C:2]1[CH:6]([C:7]2[CH:12]=[CH:11][CH:10]=[CH:9][CH:8]=2)[CH2:5][C:4](=[O:13])[CH:3]=1.[CH:14](=O)[C:15]1[CH:20]=[CH:19][CH:18]=[CH:17][CH:16]=1.[CH3:22][O:23][C:24]1[CH:25]=[C:26]2[C:30](=[CH:31][CH:32]=1)[NH:29][CH:28]=[C:27]2[CH2:33][CH2:34][NH:35][C:36](=[O:38])[CH3:37]>>[OH:1][C:2]1[CH:6]([C:7]2[CH:12]=[CH:11][CH:10]=[CH:9][CH:8]=2)[CH2:5][C:4](=[O:13])[C:3]=1[CH:14]([C:15]1[CH:20]=[CH:19][CH:18]=[CH:17][CH:16]=1)[C:28]1[NH:29][C:30]2[C:26]([C:27]=1[CH2:33][CH2:34][NH:35][C:36](=[O:38])[CH3:37])=[CH:25][C:24]([O:23][CH3:22])=[CH:32][CH:31]=2. Procedure: Using general procedure C, 3-hydroxy-4-phenyl-cyclopent-2-enone (Lit. 17) was reacted with benzaldehyde and N-[2-(5-methoxy-1H-indol-3-yl)-ethyl]-acetamide to give the title compound as a pale red solid. MS: 495.4 ([M+H]+). Starting materials: CCN=C=NCCCN(C)C, Cc1ncc(-c2cccc(N)c2)n1C, CN(C)c1ccncc1, ClCCl, Cl, O=C(O)c1cccc2c1[nH]c1ccc(F)cc12. The product is Cc1ncc(-c2cccc(NC(=O)c3cccc4c3[nH]c3ccc(F)cc34)c2)n1C. RXN SMILES: [CH2:33]([N:34]=[C:35]=[N:36][CH2:37][CH2:38][CH2:39][N:40]([CH3:41])[CH3:42])[CH3:43].[CH3:18][n:19]1[c:20]([CH3:31])[n:21][cH:22][c:23]1-[c:24]1[cH:25][c:26]([NH2:27])[cH:28][cH:29][cH:30]1.[CH3:47][N:48]([CH3:49])[c:50]1[cH:51][cH:52][n:53][cH:54][cH:55]1.[Cl:44][CH2:45][Cl:46].[ClH:32].[F:1][c:2]1[cH:3][c:4]2[c:5]3[cH:6][cH:7][cH:8][c:9]([C:15](=[O:16])[OH:17])[c:10]3[nH:11][c:12]2[cH:13][cH:14]1>>[F:1][c:2]1[cH:3][c:4]2[c:5]3[cH:6][cH:7][cH:8][c:9]([C:15](=[O:17])[NH:27][c:26]4[cH:25][c:24](-[c:23]5[n:19]([CH3:18])[c:20]([CH3:31])[n:21][cH:22]5)[cH:30][cH:29][cH:28]4)[c:10]3[nH:11][c:12]2[cH:13][cH:14]1. Reactants: C(O)([O-])=O.[Na+] (sodium hydrogencarbonate), C(C)(=O)OCC (ethyl acetate), C(CC)NC1=NC(=NC=C1C(=O)NCCCNC(OC(C)(C)C)=O)NCCC1=CC=NC=C1 (tert-butyl (3-(4-(propylamino)-2-((2-(pyridin-4-yl)ethyl)amino)pyrimidine-5-carboxamido)propyl)carbamate). Solvent: C(Cl)(Cl)Cl (chloroform), FC(C(=O)O)(F)F (trifluoroacetic acid). Run at time 30 minute. Product: NCCCNC(=O)C=1C(=NC(=NC1)NCCC1=CC=NC=C1)NCCC (N-(3-aminopropyl)-4-(propylamino)-2-((2-(pyridin-4-yl)ethyl)amino)pyrimidine-5-carboxamide). Isolated yield 64.7%. Reaction SMILES: [CH2:1]([NH:4][C:5]1[C:10]([C:11]([NH:13][CH2:14][CH2:15][CH2:16][NH:17]C(=O)OC(C)(C)C)=[O:12])=[CH:9][N:8]=[C:7]([NH:25][CH2:26][CH2:27][C:28]2[CH:33]=[CH:32][N:31]=[CH:30][CH:29]=2)[N:6]=1)[CH2:2][CH3:3].C(=O)([O-])O.[Na+].C(OCC)(=O)C>C(Cl)(Cl)Cl.FC(F)(F)C(O)=O>[NH2:17][CH2:16][CH2:15][CH2:14][NH:13][C:11]([C:10]1[C:5]([NH:4][CH2:1][CH2:2][CH3:3])=[N:6][C:7]([NH:25][CH2:26][CH2:27][C:28]2[CH:33]=[CH:32][N:31]=[CH:30][CH:29]=2)=[N:8][CH:9]=1)=[O:12] |f:1.2|. Procedure details: To a solution of tert-butyl (3-(4-(propylamino)-2-((2-(pyridin-4-yl)ethyl)amino)pyrimidine-5-carboxamido)propyl)carbamate (B3, 281 mg) in chloroform (2 mL), trifluoroacetic acid (2 mL) was added at room temperature, and the mixture was stirred at the same temperature for 30 minutes. To the reaction mixture, saturated aqueous sodium hydrogencarbonate and ethyl acetate were added. The organic layer was separated, and the aqueous layer was extracted three times with chloroform. The organic layer an... The reactants are aryl, C3, N1N=CC=C1 (pyrazole), aryl, C6, C3, CC1([C@@H](N2[C@H](S1)[C@@H](C2=O)NC(=O)CC=3C=CC=CC3)C(=O)[O-])C.[K+] (penicillin), C5, [Na] (sodium), 2s, CC1([C@@H](N2[C@H](S1)[C@@H](C2=O)NC(=O)[C@@H](C3=CC=C(C=C3)O)N)C(=O)O)C (amoxycillin trihydrate), aryl, aryl, [Na] (sodium), δ(CD3OD), CC1([C@@H](N2[C@H](S1)[C@@H](C2=O)NC(=O)CC=3C=CC=CC3)C(=O)[O-])C.[K+] (penicillin). The product is CC1([C@@H](N2[C@H](S1)CC2=O)C(=O)O)C (penicillanic acid), title compound. As a reaction SMILES: [CH3:1][C:2]1([CH3:25])[S:6][C@@H:5]2[C@H:7](NC([C@H](N)C3C=CC(O)=CC=3)=O)[C:8](=[O:9])[N:4]2[C@H:3]1[C:22]([OH:24])=[O:23].CC1(C)S[C@@H]2[C@H](NC(CC3C=CC=CC=3)=O)C(=O)N2[C@H]1C([O-])=O.[K+].N1C=CC=N1.[Na]>>[CH3:1][C:2]1([CH3:25])[S:6][C@@H:5]2[CH2:7][C:8](=[O:9])[N:4]2[C@H:3]1[C:22]([OH:24])=[O:23] |f:1.2,^1:54|. Reported procedure: The free penicillanic acid of the title compound was prepared in the same manner as in Example 11(c), except that amoxycillin trihydrate was used in place of ampicillin. The free acid possessed δ(CD3OD) 1.50, 1.57(2×3H, 2s, gem dimethyls), 4.37 (1H, s, C3 penicillin proton), 5.58 (2H, m, C5 and C6 penicillin protons), 5.78 (1H, s, --CH--CONH--), 6.85(2H, d, J9 Hz, 2 aryl protons), 7.43 (2H, d, J9Hz 2 aryl protons), 7.85 (2H, d, J8Hz, 2 aryl protons), 8.30 (2H, d, J8Hz, 2 aryl protons), 8.61 (1H,... Product: CCCCOc1c(-c2cn(S(=O)(=O)c3ccccc3)c3ccc(C(C)=CC(=O)OC)cc23)cc(C(C)C)cc1C(C)C. RXN SMILES: [C:47](=[O:48])([O-:49])[O-:50].[CH2:27]([CH2:28][CH2:29][CH3:30])[O:31][c:32]1[c:33]([B:44]([OH:45])[OH:46])[cH:34][c:35]([CH:41]([CH3:42])[CH3:43])[cH:36][c:37]1[CH:38]([CH3:39])[CH3:40].[CH3:1][O:2][C:3]([CH:4]=[C:5]([CH3:6])[c:7]1[cH:8][c:9]2[c:10]([I:25])[cH:11][n:12]([S:16](=[O:17])(=[O:18])[c:19]3[cH:20][cH:21][cH:22][cH:23][cH:24]3)[c:13]2[cH:14][cH:15]1)=[O:26].[CH3:53][CH2:54][O:55][C:56](=[O:57])[CH3:58].[CH3:59][c:60]1[cH:61][cH:62][cH:63][cH:64][cH:65]1.[CH3:66][CH2:67][CH2:68][CH2:69][CH2:70][CH3:71].[Na+:51].[Na+:52].[OH2:72].[Pd:73].[c:112]1([P:113]([c:114]2[cH:115][cH:116][cH:117][cH:118][cH:119]2)[c:120]2[cH:121][cH:122][cH:123][cH:124][cH:125]2)[cH:126][cH:127][cH:128][cH:129][cH:130]1.[c:131]1([P:132]([c:133]2[cH:134][cH:135][cH:136][cH:137][cH:138]2)[c:139]2[cH:140][cH:141][cH:142][cH:143][cH:144]2)[cH:145][cH:146][cH:147][cH:148][cH:149]1.[c:74]1([P:75]([c:76]2[cH:77][cH:78][cH:79][cH:80][cH:81]2)[c:82]2[cH:83][cH:84][cH:85][cH:86][cH:87]2)[cH:88][cH:89][cH:90][cH:91][cH:92]1.[c:93]1([P:94]([c:95]2[cH:96][cH:97][cH:98][cH:99][cH:100]2)[c:101]2[cH:102][cH:103][cH:104][cH:105][cH:106]2)[cH:107][cH:108][cH:109][cH:110][cH:111]1>>[CH3:1][O:2][C:3]([CH:4]=[C:5]([CH3:6])[c:7]1[cH:8][c:9]2[c:10](-[c:33]3[c:32]([O:31][CH2:27][CH2:28][CH2:29][CH3:30])[c:37]([CH:38]([CH3:39])[CH3:40])[cH:36][c:35]([CH:41]([CH3:42])[CH3:43])[cH:34]3)[cH:11][n:12]([S:16](=[O:17])(=[O:18])[c:19]3[cH:20][cH:21][cH:22][cH:23][cH:24]3)[c:13]2[cH:14][cH:15]1)=[O:26]. Reactants: O=C([O-])[O-], CCCCOc1c(B(O)O)cc(C(C)C)cc1C(C)C, COC(=O)C=C(C)c1ccc2c(c1)c(I)cn2S(=O)(=O)c1ccccc1, CCOC(C)=O, Cc1ccccc1, CCCCCC, [Na+], [Na+], O, [Pd], c1ccc(P(c2ccccc2)c2ccccc2)cc1, c1ccc(P(c2ccccc2)c2ccccc2)cc1, c1ccc(P(c2ccccc2)c2ccccc2)cc1, c1ccc(P(c2ccccc2)c2ccccc2)cc1. Reactants: C(C)C1=C(C(=NN1CCOC)C(=O)N)[N+](=O)[O-] (5-ethyl-1-(2-methoxyethyl)-4-nitro-1H-pyrazole-3-carboxamide). Reagents/catalysts: [Pd] (Pd/C). Solvent: CO (methanol). Run at time 15 hour. Yields the product NC=1C(=NN(C1CC)CCOC)C(=O)N (4-amino-5-ethyl-1-(2-methoxyethyl)-1H-pyrazole-3-carboxamide). Reaction SMILES: [CH2:1]([C:3]1[N:7]([CH2:8][CH2:9][O:10][CH3:11])[N:6]=[C:5]([C:12]([NH2:14])=[O:13])[C:4]=1[N+:15]([O-])=O)[CH3:2]>CO.[Pd]>[NH2:15][C:4]1[C:5]([C:12]([NH2:14])=[O:13])=[N:6][N:7]([CH2:8][CH2:9][O:10][CH3:11])[C:3]=1[CH2:1][CH3:2]. Procedure details: A mixture of 5-ethyl-1-(2-methoxyethyl)-4-nitro-1H-pyrazole-3-carboxamide (20 g, 82.6 mMol) and 5%Pd/C (1 g) in methanol (200 mL) was pressurised at 50 psi/25° C. in a sealed vessel and stirred for 15 hours. At the end of the reaction the mixture was filtered through arbocel and the filter cake was washed with methanol. The methanolic solution was distilled at atmospheric pressure and replaced with ethyl acetate to a final volume of 100 mL. The cooled mixture was granulated at ambient temperatur... Reactants: FC(C=1C=C(C=CC1)/C(/CO)=C/CCC1=CC=2C(CCC(C2C=C1)(C)C)(C)C)(F)F ((Z)-2-(3-trifluoromethylphenyl)-5-(5,6,7,8-tetrahydro-5,5,8,8-tetramethyl-2-naphthalenyl)-2-pentenol), C(C)(=O)OC(C)=O (acetic anhydride). The reagents and catalysts are CN(C1=CC=NC=C1)C (4-dimethylaminopyridine). Run in N1=CC=CC=C1 (pyridine). Conditions: time 2 hour. Yields the product C(C)(=O)OC\C(=C/CCC1=CC=2C(CCC(C2C=C1)(C)C)(C)C)\C1=CC(=CC=C1)C(F)(F)F ((Z)-2-(3-Trifluoromethylphenyl)-5-(5,6,7,8-tetrahydro-5,5,8,8-tetramethyl-2-naphthalenyl)-2-pentenyl acetate). Yield: 99.0%. Reaction SMILES: [F:1][C:2]([F:30])([F:29])[C:3]1[CH:4]=[C:5](/[C:9](=[CH:12]/[CH2:13][CH2:14][C:15]2[CH:24]=[CH:23][C:22]3[C:21]([CH3:26])([CH3:25])[CH2:20][CH2:19][C:18]([CH3:28])([CH3:27])[C:17]=3[CH:16]=2)/[CH2:10][OH:11])[CH:6]=[CH:7][CH:8]=1.[C:31](OC(=O)C)(=[O:33])[CH3:32]>N1C=CC=CC=1.CN(C)C1C=CN=CC=1>[C:31]([O:11][CH2:10]/[C:9](/[C:5]1[CH:6]=[CH:7][CH:8]=[C:3]([C:2]([F:29])([F:30])[F:1])[CH:4]=1)=[CH:12]\[CH2:13][CH2:14][C:15]1[CH:24]=[CH:23][C:22]2[C:21]([CH3:25])([CH3:26])[CH2:20][CH2:19][C:18]([CH3:28])([CH3:27])[C:17]=2[CH:16]=1)(=[O:33])[CH3:32]. Procedure: A solution of (Z)-2-(3-trifluoromethylphenyl)-5-(5,6,7,8-tetrahydro-5,5,8,8-tetramethyl-2-naphthalenyl)-2-pentenol 5r (0.99 g, 2.4 mmol) in anhydrous pyridine (25 mL) at room temperature under argon was treated with 4-dimethylaminopyridine (0.01 g) and acetic anhydride (0.32 g, 3.1 mmol). The reaction mixture was stirred for 2 h and then partitioned between diethyl ether (100 mL) and 1N HCl solution (50 mL). The ether layer was washed further with saturated sodium chloride solution, dried over a... Reactants: O.C(C)(=O)OCC (water ethyl acetate), C(C)(C)(C)OC(NC=1C(=NOC1)C1=CC=C(C=C1)O)=O ([3-(4-hydroxy-phenyl)-isoxazol-4-yl]-carbamic acid tert-butyl ester), C(=O)([O-])[O-].[K+].[K+] (K2CO3), BrCC(=O)C1=CC=CC=C1 (2-bromoacetophenone). The reagents and catalysts are [I-].C(CCC)[N+](CCCC)(CCCC)CCCC (tetrabutylammonium iodide). The solvent is CN(C)C=O (DMF). The product is C(C)(C)(C)OC(NC=1C(=NOC1)C1=CC=C(C=C1)OCC(C1=CC=CC=C1)=O)=O ({3-[4-(2-oxo-2-phenyl-ethoxy)-phenyl]-isoxazol-4-yl}-carbamic acid tert-butyl ester). Isolated yield 98.6%. As a reaction SMILES: [C:1]([O:5][C:6](=[O:20])[NH:7][C:8]1[C:9]([C:13]2[CH:18]=[CH:17][C:16]([OH:19])=[CH:15][CH:14]=2)=[N:10][O:11][CH:12]=1)([CH3:4])([CH3:3])[CH3:2].C([O-])([O-])=O.[K+].[K+].Br[CH2:28][C:29]([C:31]1[CH:36]=[CH:35][CH:34]=[CH:33][CH:32]=1)=[O:30].O.C(OCC)(=O)C>[I-].C([N+](CCCC)(CCCC)CCCC)CCC.CN(C=O)C>[C:1]([O:5][C:6](=[O:20])[NH:7][C:8]1[C:9]([C:13]2[CH:14]=[CH:15][C:16]([O:19][CH2:28][C:29](=[O:30])[C:31]3[CH:36]=[CH:35][CH:34]=[CH:33][CH:32]=3)=[CH:17][CH:18]=2)=[N:10][O:11][CH:12]=1)([CH3:4])([CH3:2])[CH3:3] |f:1.2.3,5.6,7.8|. Procedure: To a solution of [3-(4-hydroxy-phenyl)-isoxazol-4-yl]-carbamic acid tert-butyl ester (50 mg, 0.18 mmol), K2CO3 (33 mg, 0.24 mmol) and tetrabutylammonium iodide (6.7 mg, 0.018 mmol) in DMF (2 mL) was added 2-bromoacetophenone (39.6 mg, 0.2 mmol). After 14 h the reaction mixture was poured into a water/ethyl acetate bilayer. The organic phase was concentrated and {3-[4-(2-oxo-2-phenyl-ethoxy)-phenyl]-isoxazol-4-yl}-carbamic acid tert-butyl ester (70 mg, 98%) was isolated from the resulting residue...